describe an organic reaction: reactants, conditions, products, and yield From a dataset of the Open Reaction Database (ORD), a public repository of structured organic reaction records. Procedure: 8.55 g of 4-trifluoromethoxybenzaldehyde, 0.63 g of bis(triphenylphosphine) palladium dichloride and 6.12 g of sodium formate were placed in a flask fitted with a reflux condenser, 45 ml of DMF were added and the mixture was stirred and heated at 110° C. The course of the reaction was monitored by means of GC. After conversion was complete (GC monitoring), the reaction mixture was allowed to cool to 21° C. and the catalyst was separated off by filtration through silica gel. The filter was rinsed... Conditions: temperature 110 celsius. Reaction SMILES: [F:1][C:2]([F:13])([F:12])[O:3][C:4]1[CH:11]=[CH:10][C:7]([CH:8]=[O:9])=[CH:6][CH:5]=1.C([O-])=O.[Na+]>[Pd](Cl)Cl.C1(P(C2C=CC=CC=2)C2C=CC=CC=2)C=CC=CC=1.C1(P(C2C=CC=CC=2)C2C=CC=CC=2)C=CC=CC=1.CN(C=O)C>[F:1][C:2]([F:12])([F:13])[O:3][C:4]1[CH:11]=[CH:10][C:7]([CH2:8][OH:9])=[CH:6][CH:5]=1 |f:1.2,3.4.5|. Yields the product FC(OC1=CC=C(CO)C=C1)(F)F (4-Trifluoromethoxybenzyl Alcohol). Reactants: FC(OC1=CC=C(C=O)C=C1)(F)F (4-trifluoromethoxybenzaldehyde), C(=O)[O-].[Na+] (sodium formate). The reagents and catalysts are [Pd](Cl)Cl.C1(=CC=CC=C1)P(C1=CC=CC=C1)C1=CC=CC=C1.C1(=CC=CC=C1)P(C1=CC=CC=C1)C1=CC=CC=C1 (bis(triphenylphosphine) palladium dichloride). Solvent: CN(C)C=O (DMF). The reactants are solution, [Si](C)(C)(C)C=[N+]=[N-] (TMS-Diazomethane), hexanes, Cl (HCl), O1CCOCC1 (Dioxane), C1(CCCC1)C(=O)Cl (Cyclopentanecarbonyl chloride). Run in C1CCOC1 (THF). Run at temperature 0 celsius, time 12 hour. Yields the product ClCC(=O)C1CCCC1 (2-Chloro-1-cyclopentyl-ethanone). Reaction SMILES: [CH:1]1([C:6](Cl)=[O:7])[CH2:5][CH2:4][CH2:3][CH2:2]1.[Si](C=[N+]=[N-])(C)(C)[CH3:10].[ClH:16].O1CCOCC1>C1COCC1>[Cl:16][CH2:10][C:6]([CH:1]1[CH2:5][CH2:4][CH2:3][CH2:2]1)=[O:7]. Procedure details: Cyclopentanecarbonyl chloride (5.0 g, 0.038 mol) was dissolved in THF (100 mL) and cooled to 0° C. The solution was treated with a 2M solution of TMS-Diazomethane in hexanes (56.56 mL, 0.113 mol) over 10 min. The resulting yellow solution was allowed to stand at room temperature for 12 hours. The solution was then concentrated and the residue was dissolved in THF (100 mL) and treated slowly with a 4N HCl in Dioxane solution (28.28 mL, 0.113 mol). The result was allowed to stir at 24° C. for 2 ho... The reactants are CCOC(=O)Cc1ccc(NC(=C2C(=O)Nc3ccc(NS(=O)(=O)c4ccccc4)cc32)c2ccccc2)cc1, CO, ClCCl, [Na+], [OH-]. Yields the product O=C(O)Cc1ccc(NC(=C2C(=O)Nc3ccc(NS(=O)(=O)c4ccccc4)cc32)c2ccccc2)cc1. As a reaction SMILES: [CH2:1]([CH3:2])[O:3][C:4](=[O:5])[CH2:6][c:7]1[cH:8][cH:9][c:10]([NH:13][C:14]([c:15]2[cH:16][cH:17][cH:18][cH:19][cH:20]2)=[C:21]2[C:22](=[O:40])[NH:23][c:24]3[cH:25][cH:26][c:27]([NH:30][S:31](=[O:32])(=[O:33])[c:34]4[cH:35][cH:36][cH:37][cH:38][cH:39]4)[cH:28][c:29]32)[cH:11][cH:12]1.[CH3:43][OH:44].[Cl:45][CH2:46][Cl:47].[Na+:42].[OH-:41]>>[O:3]=[C:4]([OH:5])[CH2:6][c:7]1[cH:8][cH:9][c:10]([NH:13][C:14]([c:15]2[cH:16][cH:17][cH:18][cH:19][cH:20]2)=[C:21]2[C:22](=[O:40])[NH:23][c:24]3[cH:25][cH:26][c:27]([NH:30][S:31](=[O:32])(=[O:33])[c:34]4[cH:35][cH:36][cH:37][cH:38][cH:39]4)[cH:28][c:29]32)[cH:11][cH:12]1. The reactants are ClCc1nnc(-c2ccc(OCCCN3CCCCC3)cc2)o1, [H-], [Na+], Sc1nc2ccccc2o1. Product: c1ccc2oc(SCc3nnc(-c4ccc(OCCCN5CCCCC5)cc4)o3)nc2c1. As a reaction SMILES: [Cl:11][CH2:12][c:13]1[n:14][n:15][c:16](-[c:18]2[cH:19][cH:20][c:21]([O:22][CH2:23][CH2:24][CH2:25][N:26]3[CH2:27][CH2:28][CH2:29][CH2:30][CH2:31]3)[cH:32][cH:33]2)[o:17]1.[H-:34].[Na+:35].[SH:1][c:2]1[o:3][c:4]2[c:5]([n:6]1)[cH:7][cH:8][cH:9][cH:10]2>>[S:1]([c:2]1[o:3][c:4]2[c:5]([n:6]1)[cH:7][cH:8][cH:9][cH:10]2)[CH2:12][c:13]1[n:14][n:15][c:16](-[c:18]2[cH:19][cH:20][c:21]([O:22][CH2:23][CH2:24][CH2:25][N:26]3[CH2:27][CH2:28][CH2:29][CH2:30][CH2:31]3)[cH:32][cH:33]2)[o:17]1. Starting materials: CC=1SC=C(N1)C(=O)NC1=C2C=NN(C2=CC(=C1)C1=C2C(=NC=C1)N(C=C2)S(=O)(=O)C2=CC=C(C=C2)C)C (2-Methyl-N-(1-methyl-6-{1-[(4-methylphenyl)sulfonyl]-1H-pyrrolo[2,3-b]pyridin-4-yl}-1H-indazol-4-yl)-1,3-thiazole-4-carboxamide), C[Si]([O-])(C)C.[K+] (potassium trimethyl silanolate). Solvent: C1CCOC1 (THF). Conditions: temperature 50 celsius, time 30 minute. The product is CC=1SC=C(N1)C(=O)NC1=C2C=NN(C2=CC(=C1)C1=C2C(=NC=C1)NC=C2)C (2-Methyl-N-[1-methyl-6-(1H-pyrrolo[2,3-b]pyridin-4-yl)-1H-indazol-4-yl]-1,3-thiazole-4-carboxamide). RXN SMILES: [CH3:1][C:2]1[S:3][CH:4]=[C:5]([C:7]([NH:9][C:10]2[CH:18]=[C:17]([C:19]3[CH:24]=[CH:23][N:22]=[C:21]4[N:25](S(C5C=CC(C)=CC=5)(=O)=O)[CH:26]=[CH:27][C:20]=34)[CH:16]=[C:15]3[C:11]=2[CH:12]=[N:13][N:14]3[CH3:38])=[O:8])[N:6]=1.C[Si](C)(C)[O-].[K+]>C1COCC1>[CH3:1][C:2]1[S:3][CH:4]=[C:5]([C:7]([NH:9][C:10]2[CH:18]=[C:17]([C:19]3[CH:24]=[CH:23][N:22]=[C:21]4[NH:25][CH:26]=[CH:27][C:20]=34)[CH:16]=[C:15]3[C:11]=2[CH:12]=[N:13][N:14]3[CH3:38])=[O:8])[N:6]=1 |f:1.2|. Procedure: 2-Methyl-N-(1-methyl-6-{1-[(4-methylphenyl)sulfonyl]-1H-pyrrolo[2,3-b]pyridin-4-yl}-1H-indazol-4-yl)-1,3-thiazole-4-carboxamide (44 mg) and potassium trimethyl silanolate (14 mg) were added to THF (2 ml). The reaction mixture was heated at 50° C. overnight. The reaction mixture was partitioned between water (20 ml) and DCM (20 ml). The solvent was removed. The residue was purified by FlashMaster silica cartridge (10 g) using a gradient of 0-100% ethylacetate in cyclohexane followed by 0-20% meth...